Dataset: the Open Reaction Database (ORD), a public repository of structured organic reaction records. Task: describe an organic reaction: reactants, conditions, products, and yield Run in CC(=O)C (acetone). The reactants are OC=1C=CC=C2C=CC(=NC12)C (8-hydroxyquinaldine), O1C(=CC=C1)C=O (2-furaldehyde). Product: O1C(=CC=C1)C=CC1=NC2=C(C=CC=C2C=C1)O (2-[2-(2-furyl)ethenyl]-8-quinolinol). Reported procedure: A mixture of 8-hydroxyquinaldine (5.09 g) and 2-furaldehyde (8.0 mL) are heated at reflux overnight. The reaction is cooled to room temperature. The residue is taken up in acetone and adsorbed onto silica. A silica gel column eluting with 100% CH2Cl2 is run and the product-containing fractions evaporated under reduced pressure to give an orange/yellow oil. The product is crystallized with EtOH/H2O, filtered, washed thoroughly with water, and dried (1.18 g). Reaction SMILES: [OH:1][C:2]1[CH:3]=[CH:4][CH:5]=[C:6]2[C:11]=1[N:10]=[C:9]([CH3:12])[CH:8]=[CH:7]2.[O:13]1[CH:17]=[CH:16][CH:15]=[C:14]1[CH:18]=O>CC(C)=O>[O:13]1[CH:17]=[CH:16][CH:15]=[C:14]1[CH:18]=[CH:12][C:9]1[CH:8]=[CH:7][C:6]2[C:11](=[C:2]([OH:1])[CH:3]=[CH:4][CH:5]=2)[N:10]=1. The reactants are CN=C=O (Methyl isocyanate), NC1=NC=2C=C(C=CC2C2=C1N=C(N2CCNC(OC(C)(C)C)=O)CN)OCC2=CC=CC=C2 (tert-butyl 2-(4-amino-2-aminomethyl-7-benzyloxy-1H-imidazo[4,5-c]quinolin-1-yl)ethylcarbamate). The solvent is CN(C)C=O (DMF). Run at time 2 day. Yields the product NC1=NC=2C=C(C=CC2C2=C1N=C(N2CCNC(OC(C)(C)C)=O)CNC(=O)NC)OCC2=CC=CC=C2 (tert-butyl 2-{4-amino-7-benzyloxy-2-[(3-methylureido)methyl]-1H-imidazo[4,5-c]quinolin-1-yl}ethylcarbamate). Isolated yield 102.2%. Reaction SMILES: [CH3:1][N:2]=[C:3]=[O:4].[NH2:5][C:6]1[C:15]2[N:16]=[C:17]([CH2:29][NH2:30])[N:18]([CH2:19][CH2:20][NH:21][C:22](=[O:28])[O:23][C:24]([CH3:27])([CH3:26])[CH3:25])[C:14]=2[C:13]2[CH:12]=[CH:11][C:10]([O:31][CH2:32][C:33]3[CH:38]=[CH:37][CH:36]=[CH:35][CH:34]=3)=[CH:9][C:8]=2[N:7]=1>CN(C=O)C>[NH2:5][C:6]1[C:15]2[N:16]=[C:17]([CH2:29][NH:30][C:3]([NH:2][CH3:1])=[O:4])[N:18]([CH2:19][CH2:20][NH:21][C:22](=[O:28])[O:23][C:24]([CH3:27])([CH3:25])[CH3:26])[C:14]=2[C:13]2[CH:12]=[CH:11][C:10]([O:31][CH2:32][C:33]3[CH:38]=[CH:37][CH:36]=[CH:35][CH:34]=3)=[CH:9][C:8]=2[N:7]=1. Procedure: Methyl isocyanate (322.9 mg, 5.66 mmol, 1.1 eq) was added to a solution of tert-butyl 2-(4-amino-2-aminomethyl-7-benzyloxy-1H-imidazo[4,5-c]quinolin-1-yl)ethylcarbamate (2.38 g, 5.14 mmol, 1 eq) in DMF and stirred at ambient temperature for 2 days. The crude reaction mixture was concentrated under reduced pressure and purified by flash column chromatography (on silica gel, 0-6% methanol in dichloromethane) and concentrated under reduced pressure to yield 2.73 g of tert-butyl 2-{4-amino-7-benzylo... Starting materials: C(CCC)(=O)NC=1NC=C(C1C(=O)N)C1=CC=C(C=C1)[N+](=O)[O-] (2-butyrylamino-4-(4-nitrophenyl)-1H-pyrrole-3-carboxamide), [H][H] (hydrogen). Reagents/catalysts: [Pd] (palladium on carbon). The solvent is CO (methanol). The product is C(CCC)(=O)NC=1NC=C(C1C(=O)N)C1=CC=C(C=C1)N (2-butyrylamino-4-(4-aminophenyl)-1H-pyrrole-3-carboxamide). The yield is 118.5%. As a reaction SMILES: [C:1]([NH:6][C:7]1[NH:8][CH:9]=[C:10]([C:15]2[CH:20]=[CH:19][C:18]([N+:21]([O-])=O)=[CH:17][CH:16]=2)[C:11]=1[C:12]([NH2:14])=[O:13])(=[O:5])[CH2:2][CH2:3][CH3:4].[H][H]>[Pd].CO>[C:1]([NH:6][C:7]1[NH:8][CH:9]=[C:10]([C:15]2[CH:16]=[CH:17][C:18]([NH2:21])=[CH:19][CH:20]=2)[C:11]=1[C:12]([NH2:14])=[O:13])(=[O:5])[CH2:2][CH2:3][CH3:4]. Reported procedure: 0.195 g (0.61 mmol) of 2-butyrylamino-4-(4-nitrophenyl)-1H-pyrrole-3-carboxamide is added at a temperature in the region of 25° C. to a suspension of 0.068 g (0.064 mmol) of 10% palladium on carbon in 20 cm3 of methanol. After hydrogenating for 5 hours in an autoclave under 2 bar of hydrogen, at a temperature in the region of 25° C., the reaction mixture is filtered, the catalyst is rinsed with twice 10 cm3 of methanol and then the filtrate is concentrated to dryness under reduced pressure (2.7 ... The reactants are ClC1=NC=CC(=N1)SC1=CC(=C2N(C1=O)C1(NC2=O)CCCCC1)C (6′-((2-chloropyrimidin-4-yl)thio)-8′-methyl-2′H-spiro[cyclohexane-1,3′-imidazo[1,5-a]pyridine]-1′,5′-dione). Reagents/catalysts: [Cu].[Zn] (zinc copper couple). Solvent: C(C)(=O)O (acetic acid). Product: CC1=C2N(C(C(=C1)SC1=NC=NC=C1)=O)C1(NC2=O)CCCCC1 (8′-methyl-6′-(pyrimidin-4-ylthio)-2′H-spiro[cyclohexane-1,3′-imidazo[1,5-a]pyridine]-1′,5′-dione). RXN SMILES: Cl[C:2]1[N:7]=[C:6]([S:8][C:9]2[C:14](=[O:15])[N:13]3[C:16]4([CH2:24][CH2:23][CH2:22][CH2:21][CH2:20]4)[NH:17][C:18](=[O:19])[C:12]3=[C:11]([CH3:25])[CH:10]=2)[CH:5]=[CH:4][N:3]=1>C(O)(=O)C.[Cu].[Zn]>[CH3:25][C:11]1[CH:10]=[C:9]([S:8][C:6]2[CH:5]=[CH:4][N:3]=[CH:2][N:7]=2)[C:14](=[O:15])[N:13]2[C:16]3([CH2:20][CH2:21][CH2:22][CH2:23][CH2:24]3)[NH:17][C:18](=[O:19])[C:12]=12 |f:2.3|. Procedure details: To a solution of 6′-((2-chloropyrimidin-4-yl)thio)-8′-methyl-2′H-spiro[cyclohexane-1,3′-imidazo[1,5-a]pyridine]-1′,5′-dione (6, 0.3 g, 0.80 mmol) in acetic acid (4 mL) is added zinc copper couple (0.5 g). The reaction is stirred at reflux for 4 h. The resulting mixture is cooled to room temperature, filtered and concentrated. The crude is purified via column chromatography to afford 8′-methyl-6′-(pyrimidin-4-ylthio)-2′H-spiro[cyclohexane-1,3′-imidazo[1,5-a]pyridine]-1′,5′-dione (Cpd. No. 210).